From a dataset of the Open Reaction Database (ORD), a public repository of structured organic reaction records. describe an organic reaction: reactants, conditions, products, and yield Starting materials: C1CCOC1, O=C1CCC(=O)N1, CCOC(=O)N=NC(=O)OCC, O=[N+]([O-])c1ccc(CCO)c(CO)c1, c1ccc(P(c2ccccc2)c2ccccc2)cc1. RXN SMILES: [CH2:53]1[O:54][CH2:55][CH2:56][CH2:57]1.[O:15]=[C:16]1[NH:17][C:18](=[O:19])[CH2:20][CH2:21]1.[O:41]=[C:42]([O:43][CH2:44][CH3:45])[N:46]=[N:47][C:48]([O:49][CH2:50][CH3:51])=[O:52].[OH:1][CH2:2][c:3]1[c:4]([CH2:12][CH2:13][OH:14])[cH:5][cH:6][c:7]([N+:9](=[O:10])[O-:11])[cH:8]1.[c:22]1([P:23]([c:24]2[cH:25][cH:26][cH:27][cH:28][cH:29]2)[c:30]2[cH:31][cH:32][cH:33][cH:34][cH:35]2)[cH:36][cH:37][cH:38][cH:39][cH:40]1>>[CH2:2]1[c:3]2[c:4]([cH:5][cH:6][c:7]([N+:9](=[O:10])[O-:11])[cH:8]2)[CH2:12][CH2:13][O:14]1. Product: O=[N+]([O-])c1ccc2c(c1)COCC2. Reactants: S=C([C@@H](C)NC(OC(C)(C)C)=O)NCC(F)(F)F ((R)-tert-butyl 1-thioxo-1-(2,2,2-trifluoroethylamino)propan-2-ylcarbamate), C(=O)(C(F)(F)F)O (TFA). Run in C(Cl)Cl (CH2Cl2). Conditions: time 18 hour. Product: FC(C(=O)[O-])(F)F.S=C([C@@H](C)[NH3+])NCC(F)(F)F ((R)-1-Thioxo-1-((2,2,2-trifluoroethyl)amino)propan-2-aminium 2,2,2-trifluoroacetate). As a reaction SMILES: [S:1]=[C:2]([NH:13][CH2:14][C:15]([F:18])([F:17])[F:16])[C@H:3]([NH:5]C(=O)OC(C)(C)C)[CH3:4].[C:19]([OH:25])([C:21]([F:24])([F:23])[F:22])=[O:20]>C(Cl)Cl>[F:22][C:21]([F:24])([F:23])[C:19]([O-:25])=[O:20].[S:1]=[C:2]([NH:13][CH2:14][C:15]([F:16])([F:17])[F:18])[C@H:3]([NH3+:5])[CH3:4] |f:3.4|. Reported procedure: To a stirred solution of (R)-tert-butyl 1-thioxo-1-(2,2,2-trifluoroethylamino)propan-2-ylcarbamate (200 mg, 0.69 mmol) in CH2Cl2 (5 mL) was added TFA (0.5 mL) dropwise and the reaction mixture was stirred for 18 h. The volatiles were evaporated and the residue was triturated with pentane to give the title compound as colorless gum, which was taken to next step without further purification (200 mg): 1H NMR (300 MHz, DMSO-d6) δ 10.99 (bs, 1H), 8.23 (bs, 2H), 4.62-4.55 (m, 2H), 4.23-4.19 (m, 1H), 1... The reactants are CN, Cl, O=[N+]([O-])c1ccc(O)cc1F. The product is CNc1cc(O)ccc1[N+](=O)[O-]. As a reaction SMILES: [CH3:13][NH2:14].[ClH:12].[F:1][c:2]1[cH:3][c:4]([OH:11])[cH:5][cH:6][c:7]1[N+:8](=[O:9])[O-:10]>>[c:2]1([NH:14][CH3:13])[cH:3][c:4]([OH:11])[cH:5][cH:6][c:7]1[N+:8](=[O:9])[O-:10]. The reactants are C1CCOC1, CC(=O)O, COC(=O)C1CCOc2cc(Oc3ccc(C(=O)NCCc4ccc(Cl)cc4)cc3C)c(C#N)cc21, [Li+], [OH-]. The product is Cc1cc(C(=O)NCCc2ccc(Cl)cc2)ccc1Oc1cc2c(cc1C#N)C(C(=O)O)CCO2. Reaction SMILES: [CH2:43]1[O:44][CH2:45][CH2:46][CH2:47]1.[CH3:39][C:40](=[O:41])[OH:42].[Cl:1][c:2]1[cH:3][cH:4][c:5]([CH2:6][CH2:7][NH:8][C:9](=[O:10])[c:11]2[cH:12][c:13]([CH3:34])[c:14]([O:15][c:16]3[c:17]([C:30]#[N:31])[cH:18][c:19]4[c:24]([cH:25]3)[O:23][CH2:22][CH2:21][CH:20]4[C:26](=[O:27])[O:28][CH3:29])[cH:32][cH:33]2)[cH:35][cH:36]1.[Li+:38].[OH-:37]>>[Cl:1][c:2]1[cH:3][cH:4][c:5]([CH2:6][CH2:7][NH:8][C:9](=[O:10])[c:11]2[cH:12][c:13]([CH3:34])[c:14]([O:15][c:16]3[c:17]([C:30]#[N:31])[cH:18][c:19]4[c:24]([cH:25]3)[O:23][CH2:22][CH2:21][CH:20]4[C:26](=[O:27])[OH:28])[cH:32][cH:33]2)[cH:35][cH:36]1. Starting materials: COc1ccc2c(c1)C1CN(Cc3ccccc3)CCC1N2, CO, [H][H]. The product is COc1ccc2c(c1)C1CNCCC1N2. RXN SMILES: [CH3:1][O:2][c:3]1[cH:4][c:5]2[c:9]([cH:10][cH:11]1)[NH:8][CH:7]1[CH:6]2[CH2:15][N:14]([CH2:16][c:17]2[cH:18][cH:19][cH:20][cH:21][cH:22]2)[CH2:13][CH2:12]1.[CH3:25][OH:26].[H:23][H:24]>>[CH3:1][O:2][c:3]1[cH:4][c:5]2[c:9]([cH:10][cH:11]1)[NH:8][CH:7]1[CH:6]2[CH2:15][NH:14][CH2:13][CH2:12]1. Run in O1CCCC1 (tetrahydrofuran), O (water). Reactants: C(CCC)[Li] (n-Butyllithium), CCCCCC (hexane), BrC=1C(=C(C=C(C1)Cl)C1(OCC(CO1)(C)C)C)OCCBr (2-[3-bromo-2-(2-bromoethoxy)-5-chlorophenyl]-2,5,5-trimethyl-1,3-dioxane). Yields the product C(C)(=O)C1=CC(=CC=2CCOC21)Cl (7-Acetyl-5-chloro-2,3-dihydrobenzofuran). Isolated yield 25.0%. Reported procedure: 1.6 M n-Butyllithium in hexane solution (4.7 mL, 7.6 mmol) was added dropwise to a solution of 2-[3-bromo-2-(2-bromoethoxy)-5-chlorophenyl]-2,5,5-trimethyl-1,3-dioxane (Reference compound No. 5-1, 2.8 g, 6.3 mmol) in anhydrous tetrahydrofuran (30 mL) over 5 minutes at −70° C. and the whole was stirred for 1.5 hours. The whole was stirred under ice cooling for 1 hour and at room temperature overnight. The reaction mixture was diluted with water (50 mL) and extracted with ethyl acetate (50 mL). Th... Reaction conditions: time 1.5 hour. As a reaction SMILES: C([Li])CCC.CCCCCC.Br[C:13]1[C:14]([O:29][CH2:30][CH2:31]Br)=[C:15]([C:20]2([CH3:28])[O:25]CC(C)(C)CO2)[CH:16]=[C:17]([Cl:19])[CH:18]=1>O1CCCC1.O>[C:20]([C:15]1[C:14]2[O:29][CH2:30][CH2:31][C:13]=2[CH:18]=[C:17]([Cl:19])[CH:16]=1)(=[O:25])[CH3:28].